This data is from the Open Reaction Database (ORD), a public repository of structured organic reaction records. The task is: describe an organic reaction: reactants, conditions, products, and yield Reactants: ClC1=C(C(=CC(=C1)C(F)(F)F)Cl)N1C(=CC=C1C)C (1-(2,6-dichloro-4-trifluoromethylphenyl)-2,5-dimethylpyrrole), ClC(SCl)(F)Cl (dichlorofluoromethanesulfenyl chloride). The solvent is ClCCl (dichloromethane), ClCCl (dichloromethane). Reaction conditions: temperature 0 celsius. Yields the product ClC1=C(C(=CC(=C1)C(F)(F)F)Cl)N1C(=C(C=C1C)SC(F)(Cl)Cl)C (1-(2,6-dichloro-4-trifluoromethylphenyl)-2,5-dimethyl-3-(dichlorofluoromethylthio)pyrrole). Isolated yield 89.6%. As a reaction SMILES: [Cl:1][C:2]1[CH:7]=[C:6]([C:8]([F:11])([F:10])[F:9])[CH:5]=[C:4]([Cl:12])[C:3]=1[N:13]1[C:17]([CH3:18])=[CH:16][CH:15]=[C:14]1[CH3:19].[Cl:20][C:21]([Cl:25])([F:24])[S:22]Cl>ClCCl>[Cl:12][C:4]1[CH:5]=[C:6]([C:8]([F:10])([F:11])[F:9])[CH:7]=[C:2]([Cl:1])[C:3]=1[N:13]1[C:14]([CH3:19])=[CH:15][C:16]([S:22][C:21]([Cl:25])([Cl:20])[F:24])=[C:17]1[CH3:18]. Procedure details: To a cooled (0° C.) solution of 3.00 g (9.74 mmoles) of the 1-(2,6-dichloro-4-trifluoromethylphenyl)-2,5-dimethylpyrrole prepared above in 60 mL of dichloromethane was added dropwise 1.03 mL (1.67 g, 9.86 mmoles) of dichlorofluoromethanesulfenyl chloride in 5 mL of dichloromethane solution. The mixture was maintained at 0° C. for 3 hours and then washed with a saturated aqueous solution of NaHCO3. Removal of solvent under reduced pressure afforded a black off which was chromatographed on silica ... Run at temperature 0 celsius, time 1 hour. Procedure: A solution of tetrahydro-4H-pyran-4-one (2.50 g) and tert-butyl hydrazinecarboxylate (3.47 g) in methanol (10 mL) was stirred at room temperature for 1 hr, and concentrated under reduced pressure. The residue was dissolved in THF (25 mL), acetic acid (4.3 mL) and sodium borohydride (0.525 g) were added thereto, and the mixture was stirred at 0° C. for 1 hr. To the reaction mixture was added 8N aqueous sodium hydroxide solution, and the mixture was extracted with ethyl acetate. The organic layer ... Run in CO (methanol). The yield is 43.3%. Reaction SMILES: [O:1]1[CH2:6][CH2:5][C:4](=O)[CH2:3][CH2:2]1.[NH:8]([C:10]([O:12][C:13]([CH3:16])([CH3:15])[CH3:14])=[O:11])[NH2:9]>CO>[O:1]1[CH2:6][CH2:5][CH:4]([NH:9][NH:8][C:10]([O:12][C:13]([CH3:16])([CH3:15])[CH3:14])=[O:11])[CH2:3][CH2:2]1. Yields the product O1CCC(CC1)NNC(=O)OC(C)(C)C (tert-butyl 2-(tetrahydro-2H-pyran-4-yl)hydrazinecarboxylate). The reactants are O1CCC(CC1)=O (tetrahydro-4H-pyran-4-one), N(N)C(=O)OC(C)(C)C (tert-butyl hydrazinecarboxylate). Reactants: CC(C)[Mg+], [Cl-], C1CCOC1, CON(C)C(=O)Cc1ccc(-c2ccccc2)cc1, c1cscn1. The product is O=C(Cc1ccc(-c2ccccc2)cc1)c1nccs1. RXN SMILES: [CH:2]([Mg+:3])([CH3:4])[CH3:5].[Cl-:1].[O:30]1[CH2:31][CH2:32][CH2:33][CH2:34]1.[c:11]1(-[c:24]2[cH:25][cH:26][cH:27][cH:28][cH:29]2)[cH:12][cH:13][c:14]([CH2:17][C:18](=[O:19])[N:20]([O:21][CH3:22])[CH3:23])[cH:15][cH:16]1.[cH:6]1[cH:7][s:8][cH:9][n:10]1>>[cH:6]1[cH:7][s:8][c:9]([C:18]([CH2:17][c:14]2[cH:13][cH:12][c:11](-[c:24]3[cH:25][cH:26][cH:27][cH:28][cH:29]3)[cH:16][cH:15]2)=[O:19])[n:10]1. Starting materials: ClC=1C=C(C(=O)OO)C=CC1 (3-chloroperoxybenzoic acid), C(C)N(C(=O)N1N=C(C(=C1)C=O)SC1=C(C(=CC=C1)Cl)C)CC (1-(diethylcarbamoyl)-3-(2-methyl-3-chlorophenylthio)-4-formylpyrazole), ClCCCl (1,2-dichloroethane), S(=O)([O-])[O-].[Na+].[Na+] (sodium sulfite). Reaction conditions: time 10 hour. Yields the product C(C)N(C(=O)N1N=C(C(=C1)C=O)S(=O)(=O)C1=C(C(=CC=C1)Cl)C)CC (1-(Diethylcarbamoyl)-3-(2-methyl-3-chlorophenylsulfonyl)-4-formylpyrazole). Yield: 32.0%. Reaction SMILES: Cl[C:2]1[CH:3]=[C:4]([CH:9]=[CH:10][CH:11]=1)[C:5](OO)=O.[CH2:12]([N:14]([CH2:33][CH3:34])[C:15]([N:17]1[CH:21]=[C:20]([CH:22]=[O:23])[C:19](SC2C=CC=C(Cl)C=2C)=[N:18]1)=[O:16])[CH3:13].[S:35]([O-:38])([O-])=[O:36].[Na+].[Na+].[Cl:41]CCCl>>[CH2:33]([N:14]([CH2:12][CH3:13])[C:15]([N:17]1[CH:21]=[C:20]([CH:22]=[O:23])[C:19]([S:35]([C:9]2[CH:10]=[CH:11][CH:2]=[C:3]([Cl:41])[C:4]=2[CH3:5])(=[O:38])=[O:36])=[N:18]1)=[O:16])[CH3:34] |f:2.3.4|. Procedure details: 0.77 g of 3-chloroperoxybenzoic acid was added to a solution of 0.57 g of 1-(diethylcarbamoyl)-3-(2-methyl-3-chlorophenylthio)-4-formylpyrazole [prepared as described in step (2) above] in 15 ml of 1,2-dichloroethane, and the resulting mixture was stirred at room temperature for 10 hours. The reaction mixture was then mixed with an aqueous solution of sodium sulfite and extracted with methylene chloride. The extract was washed with an aqueous solution of sodium hydrogencarbonate and with a satur... The reactants are C(C=C)C1=C(C(=CC(=C1)C)[N+](=O)[O-])O (2-allyl-4-methyl-6-nitrophenol), C1=CC(=CC(=C1)Cl)C(=O)OO (m-CPBA), OS(=O)[O-].[Na+] (NaHSO3). Run in C(Cl)(Cl)Cl (CHCl3). Reaction conditions: temperature 85 celsius, time 6 hour. Product: CC=1C=C(C2=C(CC(O2)CO)C1)[N+](=O)[O-] ((5-methyl-7-nitro-2,3-dihydrobenzofuran-2-yl)methanol). Reaction SMILES: [CH2:1]([C:4]1[CH:9]=[C:8]([CH3:10])[CH:7]=[C:6]([N+:11]([O-:13])=[O:12])[C:5]=1[OH:14])[CH:2]=[CH2:3].C1C=C(Cl)C=C(C(OO)=[O:23])C=1.OS([O-])=O.[Na+]>C(Cl)(Cl)Cl>[CH3:10][C:8]1[CH:7]=[C:6]([N+:11]([O-:13])=[O:12])[C:5]2[O:14][CH:2]([CH2:3][OH:23])[CH2:1][C:4]=2[CH:9]=1 |f:2.3|. Reported procedure: A mixture of 2-allyl-4-methyl-6-nitrophenol (7b) (0.50 g, 2.5 mmol) and m-CPBA (0.64 g, 2.5 mmol) in CHCl3 (9 mL) was stirred for 6 h at 85° C. The mixture was poured into saturated NaHSO3 (20 mL), extracted with DCM (40 mL), washed with brine, dried and concentrated. The residue was purified by column chromatography on silica gel eluting with hexanes/EtOAc (10:1) to give the title compound (7c) as a solid. MS-ESI (m/z): 210 (M+1)+. Starting materials: ClC=1C=C(C(=O)O)C=C(C1)C#N (3-Chloro-5-cyanobenzoic acid), C(C(=O)Cl)(=O)Cl (oxalyl chloride). The solvent is CN(C=O)C (N,N-dimethylformamide). Conditions: time 2.5 hour. Yields the product ClC=1C=C(C(=O)Cl)C=C(C1)C#N (3-chloro-5-cyanobenzoyl chloride). As a reaction SMILES: [Cl:1][C:2]1[CH:3]=[C:4]([CH:8]=[C:9]([C:11]#[N:12])[CH:10]=1)[C:5](O)=[O:6].C(Cl)(=O)C([Cl:16])=O>CN(C)C=O>[Cl:1][C:2]1[CH:3]=[C:4]([CH:8]=[C:9]([C:11]#[N:12])[CH:10]=1)[C:5]([Cl:16])=[O:6]. Reported procedure: 3-Chloro-5-cyanobenzoic acid (0.82 g, 4.97 mmol) was treated with a solution of oxalyl chloride (10 mL of 2.5 M in dichloromethane, 25 mmol) and a catalytic amount of N,N-dimethylformamide. The reaction was stirred at ambient temperature for 2.5 hours. The excess oxalyl chloride was removed in vacuo to afford 3-chloro-5-cyanobenzoyl chloride. The reactants are C(C)(=O)NC1(CCN(CC1)C)CO (4-acetamido-4-hydroxymethyl-1-methylpiperidine), [H-].[Al+3].[Li+].[H-].[H-].[H-] (lithium aluminium hydride). Solvent: C1CCOC1 (THF). Run at time 4 hour. Product: C(C)NC1(CCN(CC1)C)CO (4-ethylamino-4-hydroxymethyl-1-methylpiperidine). The yield is 77.0%. Reaction SMILES: [C:1]([NH:4][C:5]1([CH2:12][OH:13])[CH2:10][CH2:9][N:8]([CH3:11])[CH2:7][CH2:6]1)(=O)[CH3:2].[H-].[Al+3].[Li+].[H-].[H-].[H-]>C1COCC1>[CH2:1]([NH:4][C:5]1([CH2:12][OH:13])[CH2:6][CH2:7][N:8]([CH3:11])[CH2:9][CH2:10]1)[CH3:2] |f:1.2.3.4.5.6|. Procedure details: 4-acetamido-4-hydroxymethyl-1-methylpiperidine (1.6 g, 8.6 mmoles) in dry THF was refluxed in the presence of lithium aluminium hydride (3 g). After 4 hours, the mixture was poured into an ice-water bath and filtered through Celite. The solvent was evaporated and after evaporation of most of the water, the solution was extracted with chloroform, dried with magnesium sulfate and evaporated to yield 1.13 g (77% yield) of quite pure material. The product, 4-ethylamino-4-hydroxymethyl-1-methylpiperi... Starting materials: NC1=C(C(=O)OC)C=CC(=C1)Cl (methyl 2-amino-4-chlorobenzoate), CN1CC2=CC=CC=C2C(C1)C=1C=C(C=CC1)CC(=O)Cl (3-[2-methyl-1,2,3,4-tetrahydro-4-(R,S)-isoquinolinyl]phenylacetyl chloride). The solvent is ClC(C)Cl (dichloroethane), ClC(C)Cl (dichloroethane). Product: CN1CC2=CC=CC=C2C(C1)C=1C=C(C=CC1)CC(=O)NC1=C(C(=O)OC)C=CC(=C1)Cl (Methyl 2-{3-[2-methyl-1,2,3,4-tetrahydro-4-(R,S)-isoquinolinyl]phenyl}acetami-do-4-chlorobenzoate). RXN SMILES: [NH2:1][C:2]1[CH:11]=[C:10]([Cl:12])[CH:9]=[CH:8][C:3]=1[C:4]([O:6][CH3:7])=[O:5].[CH3:13][N:14]1[CH2:23][CH:22]([C:24]2[CH:25]=[C:26]([CH2:30][C:31](Cl)=[O:32])[CH:27]=[CH:28][CH:29]=2)[C:21]2[C:16](=[CH:17][CH:18]=[CH:19][CH:20]=2)[CH2:15]1>ClC(Cl)C>[CH3:13][N:14]1[CH2:23][CH:22]([C:24]2[CH:25]=[C:26]([CH2:30][C:31]([NH:1][C:2]3[CH:11]=[C:10]([Cl:12])[CH:9]=[CH:8][C:3]=3[C:4]([O:6][CH3:7])=[O:5])=[O:32])[CH:27]=[CH:28][CH:29]=2)[C:21]2[C:16](=[CH:17][CH:18]=[CH:19][CH:20]=2)[CH2:15]1. Procedure details: 2 g (10.7 mmol) of methyl 2-amino-4-chlorobenzoate are dissolved in 30 ml of dichloroethane and, after addition of 4.0 g of 3-[2-methyl-1,2,3,4-tetrahydro-4-(R,S)-isoquinolinyl]phenylacetyl chloride, dissolved in approximately 20 ml of dichloroethane, the mixture is heated under reflux for three hours. The solvent is then distilled off and the residue worked up as is customary. The residue is purified by chromatography on silica gel/dichloromethane (treated with 1-2% of methanol). Methyl 2-{3-[2...